Dataset: the Open Reaction Database (ORD), a public repository of structured organic reaction records. Task: describe an organic reaction: reactants, conditions, products, and yield The reactants are O=C1NCc2cc(Br)ccc21, CC(C)(C)OC(=O)[O-], CO, C1CCOC1. Product: CC(C)(C)OC(=O)N1Cc2cc(Br)ccc2C1=O. As a reaction SMILES: [Br:1][c:2]1[cH:3][c:4]2[c:8]([cH:9][cH:10]1)[C:7](=[O:11])[NH:6][CH2:5]2.[C:12]([CH3:13])([CH3:14])([CH3:15])[O:16][C:17]([O-:18])=[O:19].[CH3:20][OH:21].[O:22]1[CH2:23][CH2:24][CH2:25][CH2:26]1>>[Br:1][c:2]1[cH:3][c:4]2[c:8]([cH:9][cH:10]1)[C:7](=[O:11])[N:6]([C:17]([O:16][C:12]([CH3:13])([CH3:14])[CH3:15])=[O:18])[CH2:5]2. Reactants: C1CCOC1, CO, CO, Cl, [H][H], [N-]=[N+]=NCC(=O)c1ncn2ccsc12. The product is O=CNCC(=O)c1ncn2ccsc12. RXN SMILES: [CH2:22]1[O:23][CH2:24][CH2:25][CH2:26]1.[CH3:1][OH:2].[CH3:20][OH:21].[ClH:3].[H:18][H:19].[N:4](=[N+:5]=[N-:6])[CH2:7][C:8](=[O:9])[c:10]1[n:11][cH:12][n:13]2[c:14]1[s:15][cH:16][cH:17]2>>[CH:1](=[O:2])[NH:4][CH2:7][C:8](=[O:9])[c:10]1[n:11][cH:12][n:13]2[c:14]1[s:15][cH:16][cH:17]2. The reactants are CC(=O)CC(C)C, O=c1[nH]c2ccccc2n1CCCCl, Cl, [Na+], [Na+], O=C([O-])[O-], O, c1ccc(C(OC2CCNCC2)c2ccccc2)cc1. Product: O=c1[nH]c2ccccc2n1CCCN1CCC(OC(c2ccccc2)c2ccccc2)CC1. RXN SMILES: [CH3:42][CH:43]([CH3:44])[CH2:45][C:46](=[O:47])[CH3:48].[Cl:1][CH2:2][CH2:3][CH2:4][n:5]1[c:6](=[O:14])[nH:7][c:8]2[c:9]1[cH:10][cH:11][cH:12][cH:13]2.[ClH:15].[Na+:36].[Na+:37].[O-:38][C:39](=[O:40])[O-:41].[OH2:49].[c:16]1([CH:22]([O:23][CH:24]2[CH2:25][CH2:26][NH:27][CH2:28][CH2:29]2)[c:30]2[cH:31][cH:32][cH:33][cH:34][cH:35]2)[cH:17][cH:18][cH:19][cH:20][cH:21]1>>[CH2:2]([CH2:3][CH2:4][n:5]1[c:6](=[O:14])[nH:7][c:8]2[c:9]1[cH:10][cH:11][cH:12][cH:13]2)[N:27]1[CH2:26][CH2:25][CH:24]([O:23][CH:22]([c:16]2[cH:17][cH:18][cH:19][cH:20][cH:21]2)[c:30]2[cH:31][cH:32][cH:33][cH:34][cH:35]2)[CH2:29][CH2:28]1.